This data is from the Open Reaction Database (ORD), a public repository of structured organic reaction records. The task is: describe an organic reaction: reactants, conditions, products, and yield The reactants are [H-].[H-].[H-].[H-].[Li+].[Al+3] (LAH), COC([C@@H](C)OC1OCCCC1)=O ((R)-2-(tetrahydro-pyran-2-yloxy)-propionic acid methyl ester). The solvent is CCOCC (ether). Reaction conditions: time 2 hour. Yields the product O1C(CCCC1)O[C@@H](CO)C ((R)-2-(tetrahydro-pyran-2-yloxy)-propan-1-ol). Reaction SMILES: [H-].[H-].[H-].[H-].[Li+].[Al+3].C[O:8][C:9](=O)[C@H:10]([O:12][CH:13]1[CH2:18][CH2:17][CH2:16][CH2:15][O:14]1)[CH3:11]>CCOCC>[O:14]1[CH2:15][CH2:16][CH2:17][CH2:18][CH:13]1[O:12][C@H:10]([CH3:11])[CH2:9][OH:8] |f:0.1.2.3.4.5|. Reported procedure: To a stirred solution of (R)-2-hydroxy-propionic acid methyl ester (10 g) and 3,4-dihydro-2H-pyran (15 mL) in DCM (400 mL) was added camphorsulfonic acid (50 mg) (exothermic reaction). The reaction mixture was stirred at ambient temperature for 2 hours, and washed with saturated bicarbonate solution (20 mL). The organic layer was dried, filtered and concentrated to obtain crude (R)-2-(tetrahydro-pyran-2-yloxy)-propionic acid methyl ester, which was used as is in the next step. To a stirred suspe... Reactants: C1CCOC1, CO, CNC(=O)c1ccc([N+](=O)[O-])cc1, [Cl-], [NH4+], O, [Zn]. Product: CNC(=O)c1ccc(N)cc1. Reaction SMILES: [CH2:19]1[O:20][CH2:21][CH2:22][CH2:23]1.[CH3:17][OH:18].[CH3:3][NH:4][C:5]([c:6]1[cH:7][cH:8][c:9]([N+:12]([O-:13])=[O:14])[cH:10][cH:11]1)=[O:15].[Cl-:1].[NH4+:2].[OH2:16].[Zn:24]>>[CH3:3][NH:4][C:5]([c:6]1[cH:7][cH:8][c:9]([NH2:12])[cH:10][cH:11]1)=[O:15]. The reactants are ClC1=CC=C(C=C1)C1=CC=C(C=C1)S(=O)(=O)NC(C(=O)OC)CC=C (methyl 2-[(4′-chloro[1,1′-biphenyl]-4-yl)-sulfonylamino]-pent-4-eneoate), O (water), ClC1=CC(=CC=C1)C(=O)OO (m-chloroperbenzoic acid). The solvent is C(Cl)Cl (CH2Cl2), C(=O)(O)[O-].[Na+] (NaHCO3), C(=O)(O)[O-].[Na+] (NaHCO3). Run at time 72 hour. Yields the product ClC1=CC=C(C=C1)C1=CC=C(C=C1)S(=O)(=O)NC(C(=O)OC)CC1CO1 (Methyl 2-[(4′-chloro[1,1′-biphenyl]-4-yl)-sulfonyl]amino-4,5-epoxypentanoate). As a reaction SMILES: [Cl:1][C:2]1[CH:7]=[CH:6][C:5]([C:8]2[CH:13]=[CH:12][C:11]([S:14]([NH:17][CH:18]([CH2:23][CH:24]=[CH2:25])[C:19]([O:21][CH3:22])=[O:20])(=[O:16])=[O:15])=[CH:10][CH:9]=2)=[CH:4][CH:3]=1.O.ClC1C=CC=C(C(OO)=[O:35])C=1>C(Cl)Cl.C([O-])(O)=O.[Na+]>[Cl:1][C:2]1[CH:3]=[CH:4][C:5]([C:8]2[CH:9]=[CH:10][C:11]([S:14]([NH:17][CH:18]([CH2:23][CH:24]3[O:35][CH2:25]3)[C:19]([O:21][CH3:22])=[O:20])(=[O:16])=[O:15])=[CH:12][CH:13]=2)=[CH:6][CH:7]=1 |f:4.5|. Procedure details: To a solution of methyl 2-[(4′-chloro[1,1′-biphenyl]-4-yl)-sulfonylamino]-pent-4-eneoate 12c (9.2 g, 24.1 mmol) in CH2Cl2 (175 mL), NaHCO3 (4.2 g, 50 mmol) and water (100 mL) at 0 C., is slowly added m-chloroperbenzoic acid (57-86%) (19.4 g, ˜80 mmol). The reaction is stirred for 72 hours. The mixture is diluted with aqueous NaHCO3 and this mixture is extracted with ethyl acetate (3×100 mL). The combined ethyl acetate layer is washed with brine, dried over MgSO4, filtered and concentrated to an ... Reactants: CC(C)OC(=O)/N=N/C(=O)OC(C)C (diisopropylazodicarboxylate), C(CCCCC)[C@@H]1C(O[C@H]1C[C@@H](CCCCCCCCCCC)O)=O ((3S,4S)-3-hexyl-4-((R)-2-hydroxy tridecyl)-2-oxetanone), C1(=CC=CC=C1)P(C1=CC=CC=C1)C1=CC=CC=C1 (triphenylphosphine), C(=O)N[C@@H](CC(C)C)C(=O)O (N-formyl-L-leucine). Run in O1CCCC1 (tetrahydrofuran), O1CCCC1 (tetrahydrofuran). The yield is 82.9%. Conditions: temperature 0 celsius, time 1.5 hour. Reaction SMILES: [CH2:1]([C@H:7]1[C@H:10]([CH2:11][C@H:12]([OH:24])[CH2:13][CH2:14][CH2:15][CH2:16][CH2:17][CH2:18][CH2:19][CH2:20][CH2:21][CH2:22][CH3:23])[O:9][C:8]1=[O:25])[CH2:2][CH2:3][CH2:4][CH2:5][CH3:6].C1(P(C2C=CC=CC=2)C2C=CC=CC=2)C=CC=CC=1.[CH:45]([NH:47][C@H:48]([C:53](O)=[O:54])[CH2:49][CH:50]([CH3:52])[CH3:51])=[O:46].CC(OC(/N=N/C(OC(C)C)=O)=O)C>O1CCCC1>[CH3:23][CH2:22][CH2:21][CH2:20][CH2:19][CH2:18][CH2:17][CH2:16][CH2:15][CH2:14][CH2:13][C@H:12]([O:24][C:53]([C@@H:48]([NH:47][CH:45]=[O:46])[CH2:49][CH:50]([CH3:52])[CH3:51])=[O:54])[CH2:11][C@@H:10]1[O:9][C:8](=[O:25])[C@H:7]1[CH2:1][CH2:2][CH2:3][CH2:4][CH2:5][CH3:6]. Reported procedure: 166 g of (3S,4S)-3-hexyl-4-((R)-2-hydroxy tridecyl)-2-oxetanone obtained from Reference Example 1 was dissolved in 830 mL of tetrahydrofuran. After the addition of 160 g of triphenylphosphine (PPh3) and 86 g of N-formyl-L-leucine, the reaction mixture was cooled to 0° C. A mixed solution where 120 mL of diisopropylazodicarboxylate (DIAD) was diluted in 332 mL of tetrahydrofuran, was continuously added thereto over 1.5 hours. After stirring for further 30 minutes, the reaction mixture was stirred... The product is CCCCCCCCCCC[C@@H](C[C@H]1[C@@H](C(=O)O1)CCCCCC)OC(=O)[C@H](CC(C)C)NC=O (Orlistat). Starting materials: CS(C)=O, CCOCC, [Na+], O=C([O-])O, O, BrCCCCCCOCCCCc1ccccc1. Product: O=CCCCCCOCCCCc1ccccc1. Reaction SMILES: [CH3:1][S:2]([CH3:3])=[O:4].[CH3:28][CH2:29][O:30][CH2:31][CH3:32].[Na+:9].[O-:5][C:6](=[O:7])[OH:8].[OH2:33].[c:10]1([CH2:16][CH2:17][CH2:18][CH2:19][O:20][CH2:21][CH2:22][CH2:23][CH2:24][CH2:25][CH2:26][Br:27])[cH:11][cH:12][cH:13][cH:14][cH:15]1>>[CH:6](=[O:8])[CH2:25][CH2:24][CH2:23][CH2:22][CH2:21][O:20][CH2:19][CH2:18][CH2:17][CH2:16][c:10]1[cH:11][cH:12][cH:13][cH:14][cH:15]1.